describe an organic reaction: reactants, conditions, products, and yield From a dataset of the Open Reaction Database (ORD), a public repository of structured organic reaction records. Product: CCc1ccc(CCOc2ccc([N+](=O)[O-])cc2)nc1. Starting materials: CCc1ccc(CCO)nc1, CN(C)C=O, O=[N+]([O-])c1ccc(F)cc1, O. Reaction SMILES: [CH2:1]([CH3:2])[c:3]1[cH:4][cH:5][c:6]([CH2:9][CH2:10][OH:11])[n:7][cH:8]1.[CH3:23][N:24]([CH3:25])[CH:26]=[O:27].[F:12][c:13]1[cH:14][cH:15][c:16]([N+:19](=[O:20])[O-:21])[cH:17][cH:18]1.[OH2:22]>>[CH2:1]([CH3:2])[c:3]1[cH:4][cH:5][c:6]([CH2:9][CH2:10][O:11][c:13]2[cH:14][cH:15][c:16]([N+:19](=[O:20])[O-:21])[cH:17][cH:18]2)[n:7][cH:8]1.